Task: describe an organic reaction: reactants, conditions, products, and yield. Dataset: the Open Reaction Database (ORD), a public repository of structured organic reaction records The reactants are C(C)(=O)[O-].[Na+] (sodium acetate), CC(=O)OCC1=C2C=CC=CC2=C(C3=CC=CC=C31)COC(=O)C (acetic), NC=1SC=C(C1C#N)OCC (2-amino-3-cyano-4-ethoxythiophene). Solvent: O (water). Yields the product 194, C(C)(=O)NC=1SC=C(C1C#N)OCC (2-acetylamino-3-cyano-4-ethoxythiophene). As a reaction SMILES: [C:1]([O-])(=[O:3])[CH3:2].[Na+].CC(OCC1C2C(=CC=CC=2)C(COC(C)=O)=C2C=1C=CC=C2)=O.[NH2:30][C:31]1[S:32][CH:33]=[C:34]([O:38][CH2:39][CH3:40])[C:35]=1[C:36]#[N:37]>O>[C:1]([NH:30][C:31]1[S:32][CH:33]=[C:34]([O:38][CH2:39][CH3:40])[C:35]=1[C:36]#[N:37])(=[O:3])[CH3:2] |f:0.1|. Reported procedure: 100 parts of anhydrous sodium acetate are introduced into 400 parts by volume of acetic anhydrice, 168 parts of 2-amino-3-cyano-4-ethoxythiophene are added and the mixture is refluxed for 4 hours. Thereafter, 800 parts of water are added dropwise to the hot mixture, the mixture is left to cool and the product is filtered off under suction, washed with water and dried to give 194 parts of 2-acetylamino-3-cyano-4-ethoxythiophene of melting point 242°-243° C. (from acetic acid). Reactants: COc1cncnc1N1CCNCC1, CC#N, CCOC(C)=O, CCN(C(C)C)C(C)C, O=[N+]([O-])c1ccc2[nH]cc(CCCBr)c2c1. Product: COc1cncnc1N1CCN(CCCc2c[nH]c3ccc([N+](=O)[O-])cc23)CC1. RXN SMILES: [CH3:17][O:18][c:19]1[c:20]([N:25]2[CH2:26][CH2:27][NH:28][CH2:29][CH2:30]2)[n:21][cH:22][n:23][cH:24]1.[CH3:40][C:41]#[N:42].[CH3:43][CH2:44][O:45][C:46](=[O:47])[CH3:48].[CH:31]([N:32]([CH:33]([CH3:34])[CH3:35])[CH2:36][CH3:37])([CH3:38])[CH3:39].[N+:1](=[O:2])([O-:3])[c:4]1[cH:5][c:6]2[c:7]([CH2:13][CH2:14][CH2:15][Br:16])[cH:8][nH:9][c:10]2[cH:11][cH:12]1>>[N+:1](=[O:2])([O-:3])[c:4]1[cH:5][c:6]2[c:7]([CH2:13][CH2:14][CH2:15][N:28]3[CH2:27][CH2:26][N:25]([c:20]4[c:19]([O:18][CH3:17])[cH:24][n:23][cH:22][n:21]4)[CH2:30][CH2:29]3)[cH:8][nH:9][c:10]2[cH:11][cH:12]1. The yield is 84.0%. Reported procedure: Method B (12 h at 55° C.); starting materials: 2,3-dihydro-8-[3-(methanesulfonyloxy)propoxy]-7-methoxy-cyclopenta[c][1]-benzopyran-4(1H)-one (example 82) and 1-(4-fluorophenyl)piperazine; yield 84%; fusion point 139°-141° C. (from ethanol). Fumarate: method E; yield 90%; fusion point 195°-200° C. (from ethanol). Starting materials: CS(=O)(=O)OCCCOC=1C(=CC2=C(C3=C(C(O2)=O)CCC3)C1)OC (2,3-dihydro-8-[3-(methanesulfonyloxy)propoxy]-7-methoxy-cyclopenta[c][1]-benzopyran-4(1H)-one), FC1=CC=C(C=C1)N1CCNCC1 (1-(4-fluorophenyl)piperazine), C(\C=C\C(=O)[O-])(=O)[O-] (Fumarate). Reaction SMILES: CS(O[CH2:6][CH2:7][CH2:8][O:9][C:10]1[C:11]([O:24][CH3:25])=[CH:12][C:13]2[O:18][C:17](=[O:19])[C:16]3[CH2:20][CH2:21][CH2:22][C:15]=3[C:14]=2[CH:23]=1)(=O)=O.[F:26][C:27]1[CH:32]=[CH:31][C:30]([N:33]2[CH2:38][CH2:37][NH:36][CH2:35][CH2:34]2)=[CH:29][CH:28]=1.C([O-])(=O)/C=C/C([O-])=O>C(O)C>[F:26][C:27]1[CH:28]=[CH:29][C:30]([N:33]2[CH2:38][CH2:37][N:36]([CH2:6][CH2:7][CH2:8][O:9][C:10]3[C:11]([O:24][CH3:25])=[CH:12][C:13]4[O:18][C:17](=[O:19])[C:16]5[CH2:20][CH2:21][CH2:22][C:15]=5[C:14]=4[CH:23]=3)[CH2:35][CH2:34]2)=[CH:31][CH:32]=1. Yields the product FC1=CC=C(C=C1)N1CCN(CC1)CCCOC=1C(=CC2=C(C3=C(C(O2)=O)CCC3)C1)OC (8-{3-[4-(4-fluorophenyl)-1-piperazinyl]propoxy}-2,3-dihydro-7-methoxy-cyclopenta[c][1]benzopyran-4(1H)-one). The solvent is C(C)O (ethanol), C(C)O (ethanol). The reactants are ClCN=C=O (Chloromethyl isocyanate), FC=1C(NC(NC1)=O)=O (5-fluorouracil). Solvent: N1=CC=CC=C1 (pyridine). Yields the product 5-Fluoro-3,4-dihydro-2,4-dioxo-N-pyridiniomethyl, [Cl-].N1C(N=CC=C1)C(=O)N (2H-pyrimidinecarboxamide chloride). The yield is 97.1%. Reaction SMILES: [Cl:1]C[N:3]=[C:4]=[O:5].F[C:7]1[C:8](=O)[NH:9][C:10](=O)[NH:11][CH:12]=1>N1C=CC=CC=1>[Cl-:1].[NH:11]1[CH:12]=[CH:7][CH:8]=[N:9][CH:10]1[C:4]([NH2:3])=[O:5] |f:3.4|. Reported procedure: Chloromethyl isocyanate (10.6 g, 116 mmol) and 5-fluorouracil (7.56 g, 58.2 mmol) were added into pyridine (100 ml). Then, the mixture was stirred and reacted under reflux for 15 minutes. After cooling the reactant, the obtained crystals were washed with pyridine, and then toluene, and vacuum-dried. 5-Fluoro-3,4-dihydro-2,4-dioxo-N-pyridiniomethyl-1(2H-pyrimidinecarboxamide chloride (17.0 g, 56.5 mmol) was obtained. Reactants: FC=1C=C2C=CC(=NC2=CC1OC(C)C)C (6-fluoro-7-isopropoxy-2-methylquinoline), [Se](=O)=O (selenium dioxide). Solvent: O1CCOCC1.O (dioxane water). Yields the product FC=1C=C2C=CC(=NC2=CC1OC(C)C)C=O (6-fluoro-7-isopropoxyquinoline-2-carbaldehyde). Reaction SMILES: [F:1][C:2]1[CH:3]=[C:4]2[C:9](=[CH:10][C:11]=1[O:12][CH:13]([CH3:15])[CH3:14])[N:8]=[C:7]([CH3:16])[CH:6]=[CH:5]2.[Se](=O)=[O:18]>O1CCOCC1.O>[F:1][C:2]1[CH:3]=[C:4]2[C:9](=[CH:10][C:11]=1[O:12][CH:13]([CH3:14])[CH3:15])[N:8]=[C:7]([CH:16]=[O:18])[CH:6]=[CH:5]2 |f:2.3|. Procedure details: To 6-fluoro-7-isopropoxy-2-methylquinoline (270 mg, 1.23 mmol) in dioxane/water (5 mL/0.05 mL) was added selenium dioxide (164 mg, 1.48 mmol) and the reaction was heated to reflux for 2 hours. After cooling and concentrating, the residue was purified by chromatography (SP4, 25M, eluting with a gradient of water/ACN 100:0 to 0:100, 20 column volumes) to yield 6-fluoro-7-isopropoxyquinoline-2-carbaldehyde as a solid. The reactants are NC=1SC=C(N1)C(C(=O)OCC)=O (ethyl 2-aminothiazol-4-ylglyoxylate), BrC1=CC=C(C=C1)N=C=O (p-bromophenyl isocyanate). The solvent is CN(C=O)C (dimethylformamide). The product is BrC1=CC=C(C=C1)NC(NC=1SC=C(N1)C(C(=O)OCC)=O)=O (Ethyl 2-(3-p-bromophenylureido)thiazol-4-ylglyoxylate). Reaction SMILES: [NH2:1][C:2]1[S:3][CH:4]=[C:5]([C:7](=[O:13])[C:8]([O:10][CH2:11][CH3:12])=[O:9])[N:6]=1.[Br:14][C:15]1[CH:20]=[CH:19][C:18]([N:21]=[C:22]=[O:23])=[CH:17][CH:16]=1>CN(C)C=O>[Br:14][C:15]1[CH:20]=[CH:19][C:18]([NH:21][C:22](=[O:23])[NH:1][C:2]2[S:3][CH:4]=[C:5]([C:7](=[O:13])[C:8]([O:10][CH2:11][CH3:12])=[O:9])[N:6]=2)=[CH:17][CH:16]=1. Procedure details: Following a procedure similar to that described in Preparation 1, the desired compound was prepared from 10 g of ethyl 2-aminothiazol-4-ylglyoxylate, 8.7 g of p-bromophenyl isocyanate and 80 ml of dimethylformamide, as yellow crystals having the following physical properties. Starting materials: CC(=O)OC1CSC(Oc2cc(C)c(Br)c(C)c2)C(OC(C)=O)C1OC(C)=O, OB(O)c1cccnc1. Yields the product CC(=O)OC1CSC(Oc2cc(C)c(-c3cccnc3)c(C)c2)C(OC(C)=O)C1OC(C)=O. As a reaction SMILES: [C:1]([CH3:2])(=[O:3])[O:4][CH:5]1[CH:6]([O:7][c:8]2[cH:9][c:10]([CH3:16])[c:11]([Br:15])[c:12]([CH3:14])[cH:13]2)[S:17][CH2:18][CH:19]([O:25][C:26]([CH3:27])=[O:28])[CH:20]1[O:21][C:22]([CH3:23])=[O:24].[n:29]1[cH:30][c:31]([B:35]([OH:36])[OH:37])[cH:32][cH:33][cH:34]1>>[C:1]([CH3:2])(=[O:3])[O:4][CH:5]1[CH:6]([O:7][c:8]2[cH:9][c:10]([CH3:16])[c:11](-[c:31]3[cH:30][n:29][cH:34][cH:33][cH:32]3)[c:12]([CH3:14])[cH:13]2)[S:17][CH2:18][CH:19]([O:25][C:26]([CH3:27])=[O:28])[CH:20]1[O:21][C:22]([CH3:23])=[O:24].